The task is: describe an organic reaction: reactants, conditions, products, and yield. This data is from the Open Reaction Database (ORD), a public repository of structured organic reaction records. Reactants: ClC1=C(CCl)C=CC(=C1)[N+](=O)[O-] (2-chloro-4-nitrobenzylchloride), CC1CCNCC1 (4-methylpiperidine). Run in C(C)(=O)OCC (ethyl acetate). Run at time 15 minute. The product is ClC1=C(CN2CCC(CC2)C)C=CC(=C1)[N+](=O)[O-] (1-(2-chloro-4-nitrobenzyl)-4-methylpiperidine). Reaction SMILES: [Cl:1][C:2]1[CH:9]=[C:8]([N+:10]([O-:12])=[O:11])[CH:7]=[CH:6][C:3]=1[CH2:4]Cl.[CH3:13][CH:14]1[CH2:19][CH2:18][NH:17][CH2:16][CH2:15]1>C(OCC)(=O)C>[Cl:1][C:2]1[CH:9]=[C:8]([N+:10]([O-:12])=[O:11])[CH:7]=[CH:6][C:3]=1[CH2:4][N:17]1[CH2:18][CH2:19][CH:14]([CH3:13])[CH2:15][CH2:16]1. Procedure details: 1 g (4.85 mmol) of 2-chloro-4-nitrobenzylchloride is slowly added dropwise to 2 mL (16.22 mmol) of 4-methylpiperidine at ambient temperature and the mixture is stirred for 15 minutes. The reaction mixture is diluted with ethyl acetate and extracted twice with water. The organic phase is dried over sodium sulfate and evaporated down. Yield: 1.3 g (99.7% of theory); C13H17ClN2O2 (M=268.74); calc.: molecular ion peak (M+H)+: 269/271; found: molecular ion peak (M+H)+: 269/271; Rf value: 0.4 (Alox, p... Reactants: BrC1=CC=CC=C1 (bromobenzene), C1(=CC=CC=C1)NC1=CC=CC=C1 (diphenylamine), CC(C)([O-])C.[Na+] (sodium-tert-butoxide). Reagents/catalysts: C(C)(=O)[O-].[Pd+2].C(C)(=O)[O-] (palladium (II) acetate), C1(=CC=CC=C1)[B-](C1=CC=CC=C1)(C1=CC=CC=C1)C1=CC=CC=C1.C(CCC)[PH+](C1CCCCC1)C1CCCCC1 (n-butyldicyclohexylphosphonium tetraphenylborate). Run in C=1(C(=CC=CC1)C)C (xylene). The product is C1(=CC=CC=C1)N(C1=CC=CC=C1)C1=CC=CC=C1 (triphenylamine). The yield is 85.0%. Reaction SMILES: Br[C:2]1[CH:7]=[CH:6][CH:5]=[CH:4][CH:3]=1.[C:8]1([NH:14][C:15]2[CH:20]=[CH:19][CH:18]=[CH:17][CH:16]=2)[CH:13]=[CH:12][CH:11]=[CH:10][CH:9]=1.CC(C)([O-])C.[Na+]>C([O-])(=O)C.[Pd+2].C([O-])(=O)C.C1([B-](C2C=CC=CC=2)(C2C=CC=CC=2)C2C=CC=CC=2)C=CC=CC=1.C([PH+](C1CCCCC1)C1CCCCC1)CCC.C1(C)C(C)=CC=CC=1>[C:2]1([N:14]([C:15]2[CH:16]=[CH:17][CH:18]=[CH:19][CH:20]=2)[C:8]2[CH:13]=[CH:12][CH:11]=[CH:10][CH:9]=2)[CH:7]=[CH:6][CH:5]=[CH:4][CH:3]=1 |f:2.3,4.5.6,7.8|. Reported procedure: A 100-ml four-necked flask was equipped with a stirrer, a thermometer and a reflux condenser. 7.536 g (48 mmol) of bromobenzene, 6.769 g (40 mmol) of diphenylamine, 4.613 g (48 mmol) of sodium-tert-butoxide, 0.090 g (0.40 mmol) of palladium (II) acetate and 5 ml of xylene were weighed in the flask, followed by stirring. Further, 0.690 g (1.20 mmol) of n-butyldicyclohexylphosphonium tetraphenylborate obtained in Example B-47 was weighed in air and added into the flask. The flask was purged with a...